Dataset: the Open Reaction Database (ORD), a public repository of structured organic reaction records. Task: describe an organic reaction: reactants, conditions, products, and yield The reactants are C(C)(=O)OC(C)=O (Acetic anhydride), OC(C)C=1C=CC(=NC1)CCOC1=CC=C(CC2C(NC(S2)=O)=O)C=C1 (5-[4-[2-[5-(1-hydroxyethyl)-2-pyridyl]ethoxy]benzyl]-2,4-thiazolidinedione), O (water). The solvent is CS(=O)C (dimethyl sulfoxide). Run at time 4 day. Product: C(C)(=O)C=1C=CC(=NC1)CCOC1=CC=C(CC2C(NC(S2)=O)=O)C=C1 (5-[4-[2-(5-acetyl-2-pyridyl)ethoxy]benzyl]-2,4-thiazolidinedione). RXN SMILES: C(OC(=O)C)(=O)C.[OH:8][CH:9]([C:11]1[CH:12]=[CH:13][C:14]([CH2:17][CH2:18][O:19][C:20]2[CH:33]=[CH:32][C:23]([CH2:24][CH:25]3[S:29][C:28](=[O:30])[NH:27][C:26]3=[O:31])=[CH:22][CH:21]=2)=[N:15][CH:16]=1)[CH3:10].O>CS(C)=O>[C:9]([C:11]1[CH:12]=[CH:13][C:14]([CH2:17][CH2:18][O:19][C:20]2[CH:33]=[CH:32][C:23]([CH2:24][CH:25]3[S:29][C:28](=[O:30])[NH:27][C:26]3=[O:31])=[CH:22][CH:21]=2)=[N:15][CH:16]=1)(=[O:8])[CH3:10]. Procedure: Acetic anhydride (25 ml) was added to a solution of 5-[4-[2-[5-(1-hydroxyethyl)-2-pyridyl]ethoxy]benzyl]-2,4-thiazolidinedione (8.7 g) in dimethyl sulfoxide (100 ml). The mixture was allowed to stand at room temperature for 4 days. The reaction mixture was poured into water and extracted with ethyl acetate. The ethyl acetate layer was washed with water, dried over anhydrous magnesium sulfate and concentrated under reduced pressure. The oily residue was subjected to silica gel column chromatograp...